Task: describe an organic reaction: reactants, conditions, products, and yield. Dataset: the Open Reaction Database (ORD), a public repository of structured organic reaction records Starting materials: C[O-].[Na+] (sodium methoxide), C(C)(=O)OC=1C=C2CCCCC2=C(C1)Br (8-Bromo-tetralin-6-yl acetate). Run in CO (methanol), CO (MeOH). The product is BrC1=CC(=CC=2CCCCC12)O (5,6,7,8-Tetrahydro-4-bromo-2-naphthol). RXN SMILES: C([O:4][C:5]1[CH:6]=[C:7]2[C:12](=[C:13]([Br:15])[CH:14]=1)[CH2:11][CH2:10][CH2:9][CH2:8]2)(=O)C.C[O-].[Na+]>CO>[Br:15][C:13]1[C:12]2[CH2:11][CH2:10][CH2:9][CH2:8][C:7]=2[CH:6]=[C:5]([OH:4])[CH:14]=1 |f:1.2|. Procedure: Compound of step b) (6.1 g, 22.66 mmol) is added to MeOH (200 ml) at RT. 1N sodium methoxide in methanol (22.7 ml) is stirred for 15 min. Amberlite IR-120 (H+-form) is added to the mixture until the reaction mixture becomes neutral. The ion exchanger is filtered off, the solvent is evaporated and the crude product is isolated without any further purification as a pale yellow solid. Starting materials: CCCC[N+](CCCC)(CCCC)CCCC, Cc1ccccc1, O=C(c1cccc(-c2cnc3[nH]cc(I)c3c2)c1)N1CCOCC1, [K+], [OH-], [OH-], O, Cc1ccc(S(=O)(=O)Cl)cc1. RXN SMILES: [CH2:39]([N+:40]([CH2:41][CH2:42][CH2:43][CH3:44])([CH2:45][CH2:46][CH2:47][CH3:48])[CH2:49][CH2:50][CH2:51][CH3:52])[CH2:53][CH2:54][CH3:55].[CH3:56][c:57]1[cH:58][cH:59][cH:60][cH:61][cH:62]1.[I:1][c:2]1[cH:3][nH:4][c:5]2[n:6][cH:7][c:8](-[c:11]3[cH:12][c:13]([C:17](=[O:18])[N:19]4[CH2:20][CH2:21][O:22][CH2:23][CH2:24]4)[cH:14][cH:15][cH:16]3)[cH:9][c:10]12.[K+:37].[OH-:36].[OH-:38].[OH2:63].[c:25]1([CH3:35])[cH:26][cH:27][c:28]([S:31](=[O:32])(=[O:33])[Cl:34])[cH:29][cH:30]1>>[I:1][c:2]1[cH:3][n:4]([S:31]([c:28]2[cH:27][cH:26][c:25]([CH3:35])[cH:30][cH:29]2)(=[O:32])=[O:33])[c:5]2[n:6][cH:7][c:8](-[c:11]3[cH:12][c:13]([C:17](=[O:18])[N:19]4[CH2:20][CH2:21][O:22][CH2:23][CH2:24]4)[cH:14][cH:15][cH:16]3)[cH:9][c:10]12. The product is Cc1ccc(S(=O)(=O)n2cc(I)c3cc(-c4cccc(C(=O)N5CCOCC5)c4)cnc32)cc1. Procedure: The title compound was prepared from crude ethyl 3-[1-dimethylamino-methylidene]-2-oxo-cyclopentanecarboxylate (70 mg, 0.3 mmol) and N-[3-methoxy-4-(4-methyl-imidazol-1-yl)-phenyl]-guanidine dinitrate (83 mg, 0.22 mmol) using in analogous manner the procedure described in example 45b). Obtained as a pale-yellow solid (5 mg, 6%). MS ISP (m/e): 394.3 [(M+H)+]. mp 150-153° C. Starting materials: CN(C=C1C(C(CC1)C(=O)OCC)=O)C (ethyl 3-[1-dimethylamino-methylidene]-2-oxo-cyclopentanecarboxylate), [N+](=O)(O)[O-].[N+](=O)(O)[O-].COC=1C=C(C=CC1N1C=NC(=C1)C)NC(=N)N (N-[3-methoxy-4-(4-methyl-imidazol-1-yl)-phenyl]-guanidine dinitrate). Isolated yield 6.0%. Yields the product COC=1C=C(C=CC1N1C=NC(=C1)C)NC1=NC2=C(C=N1)CCC2C(=O)OCC (Ethyl 2-[3-methoxy-4-(4-methyl-imidazol-1-yl)-phenylamino]-6,7-dihydro-5H-cyclopentapyrimidine-7-carboxylate), solid. RXN SMILES: CN(C)[CH:3]=[C:4]1[CH2:8][CH2:7][CH:6]([C:9]([O:11][CH2:12][CH3:13])=[O:10])[C:5]1=O.[N+]([O-])(O)=O.[N+]([O-])(O)=O.[CH3:24][O:25][C:26]1[CH:27]=[C:28]([NH:38][C:39]([NH2:41])=[NH:40])[CH:29]=[CH:30][C:31]=1[N:32]1[CH:36]=[C:35]([CH3:37])[N:34]=[CH:33]1>>[CH3:24][O:25][C:26]1[CH:27]=[C:28]([NH:38][C:39]2[N:41]=[CH:3][C:4]3[CH2:8][CH2:7][CH:6]([C:9]([O:11][CH2:12][CH3:13])=[O:10])[C:5]=3[N:40]=2)[CH:29]=[CH:30][C:31]=1[N:32]1[CH:36]=[C:35]([CH3:37])[N:34]=[CH:33]1 |f:1.2.3|.